This data is from the Open Reaction Database (ORD), a public repository of structured organic reaction records. The task is: describe an organic reaction: reactants, conditions, products, and yield The reactants are O.Cl.ClC1=C(C=CC=C1)N1CCNCC1 (1-(2-chlorophenyl)piperazine hydrochloride hydrate), ClCCCC1=NOC2=C1C=CC(=C2)F (3-(3-chloropropyl)-6-fluoro-1,2-benzisoxazole), C([O-])([O-])=O.[K+].[K+] (potassium carbonate). The reagents and catalysts are [I-].[K+] (potassium iodide). The solvent is CN(C=O)C (dimethylformamide). Conditions: time 5 minute. Yields the product Cl.ClC1=C(C=CC=C1)N1CCN(CC1)CCCC1=NOC2=C1C=CC(=C2)F (4-(2-Chlorophenyl)-1-[3-(6-fluoro-1,2-benzisoxazol-3-yl)propyl]-piperazine hydrochloride). The yield is 139.6%. RXN SMILES: O.Cl.[Cl:3][C:4]1[CH:9]=[CH:8][CH:7]=[CH:6][C:5]=1[N:10]1[CH2:15][CH2:14][NH:13][CH2:12][CH2:11]1.Cl[CH2:17][CH2:18][CH2:19][C:20]1[C:24]2[CH:25]=[CH:26][C:27]([F:29])=[CH:28][C:23]=2[O:22][N:21]=1.C(=O)([O-])[O-].[K+].[K+]>[I-].[K+].CN(C)C=O>[ClH:3].[Cl:3][C:4]1[CH:9]=[CH:8][CH:7]=[CH:6][C:5]=1[N:10]1[CH2:15][CH2:14][N:13]([CH2:17][CH2:18][CH2:19][C:20]2[C:24]3[CH:25]=[CH:26][C:27]([F:29])=[CH:28][C:23]=3[O:22][N:21]=2)[CH2:12][CH2:11]1 |f:0.1.2,4.5.6,7.8,10.11|. Procedure details: To 40 ml of dimethylformamide was added, 5.0 g of 1-(2-chlorophenyl)piperazine hydrochloride hydrate, 6.4 g of 3-(3-chloropropyl)-6-fluoro-1,2-benzisoxazole, 10 g of milled potassium carbonate, and 0.01 g of potassium iodide, and the mixture was stirred at 90° C. for 2 hrs. The mixture was cooled, filtered and the filtrate evaporated to an oil. The oil was stirred with 100 ml water for five mins and then extracted with ether. The ether extract was washed with water (2×), saturated sodium chlorid... The reactants are ClCCCl, ClCCl, Cl, CNC(=O)c1c(-c2ccc(F)cc2)oc2ccc(-c3cc(C(=O)O)ccc3C)cc12, On1nnc2ccccc21, NC1(c2ncccn2)CC1. Yields the product CNC(=O)c1c(-c2ccc(F)cc2)oc2ccc(-c3cc(C(=O)NC4(c5ncccn5)CC4)ccc3C)cc12. RXN SMILES: [CH2:51]([Cl:52])[CH2:53][Cl:54].[Cl:56][CH2:57][Cl:58].[ClH:55].[F:1][c:2]1[cH:3][cH:4][c:5](-[c:8]2[o:9][c:10]3[c:11]([c:12]2[C:13]([NH:14][CH3:15])=[O:16])[cH:17][c:18](-[c:21]2[cH:22][c:23]([C:24](=[O:25])[OH:26])[cH:27][cH:28][c:29]2[CH3:30])[cH:19][cH:20]3)[cH:6][cH:7]1.[OH:41][n:42]1[c:43]2[c:44]([cH:45][cH:46][cH:47][cH:48]2)[n:49][n:50]1.[n:31]1[c:32]([C:37]2([NH2:40])[CH2:38][CH2:39]2)[n:33][cH:34][cH:35][cH:36]1>>[F:1][c:2]1[cH:3][cH:4][c:5](-[c:8]2[o:9][c:10]3[c:11]([c:12]2[C:13]([NH:14][CH3:15])=[O:16])[cH:17][c:18](-[c:21]2[cH:22][c:23]([C:24](=[O:25])[NH:40][C:37]4([c:32]5[n:31][cH:36][cH:35][cH:34][n:33]5)[CH2:38][CH2:39]4)[cH:27][cH:28][c:29]2[CH3:30])[cH:19][cH:20]3)[cH:6][cH:7]1. Starting materials: NC1=CC=C(C(=O)OCC)C=C1 (ethyl 4-aminobenzoate), pyridine hydrobromide perbromide. Run in C1CCOC1 (THF), N1=CC=CC=C1 (pyridine). Conditions: time 30 minute. The product is NC1=C(C=C(C(=O)OCC)C=C1)Br (Ethyl 4-amino-3-bromobenzoate). Isolated yield 76.6%. RXN SMILES: [NH2:1][C:2]1[CH:12]=[CH:11][C:5]([C:6]([O:8][CH2:9][CH3:10])=[O:7])=[CH:4][CH:3]=1.C1C=C[NH+]=CC=1.[Br:19][Br-]Br>C1COCC1.N1C=CC=CC=1>[NH2:1][C:2]1[CH:3]=[CH:4][C:5]([C:6]([O:8][CH2:9][CH3:10])=[O:7])=[CH:11][C:12]=1[Br:19] |f:1.2|. Procedure: To a mechanically stirred solution of ethyl 4-aminobenzoate (165 g, 1 mol) in THF (1.2 L) and pyridine (200 mL) at ˜10° C. was added portionwise (˜10–20 g each time) of pyridine hydrobromide perbromide (tech. 90%, 365 g, 1.02 mol) over a period of 1 h. Internal temperature was kept at 10–15° C. After completion of addition, the mixture was stirred for 30 min, then filtered through celite and the filter cake was washed with THF (1 L). The filtrate was diluted with Et2O, washed with 0.5 M of aqueo... Reactants: C[Mg]Br (methylmagnesium bromide), BrCC(=O)OCC (Ethyl bromoacetate), ClC=1C=C(C=CC1OC(C)C)C1=NC(=NO1)C=1C=CC=C2C=CNC12 (7-(5-{3-chloro-4-[(1-methylethyl)oxy]phenyl}-1,2,4-oxadiazol-3-yl)-1H-indole). The solvent is C1(=CC=CC=C1)C (toluene), C(C)OCC (diethyl ether). Reaction conditions: temperature 0 celsius, time 30 minute. The product is ClC=1C=C(C=CC1OC(C)C)C1=NC(=NO1)C=1C=CC=C2C(=CNC12)CC(=O)O ([7-(5-{3-chloro-4-[(1-methylethyl)oxy]phenyl}-1,2,4-oxadiazol-3-yl)-1H-indol-3-yl]acetic acid). Reaction SMILES: C[Mg]Br.[Cl:4][C:5]1[CH:6]=[C:7]([C:15]2[O:19][N:18]=[C:17]([C:20]3[CH:21]=[CH:22][CH:23]=[C:24]4[C:28]=3[NH:27][CH:26]=[CH:25]4)[N:16]=2)[CH:8]=[CH:9][C:10]=1[O:11][CH:12]([CH3:14])[CH3:13].Br[CH2:30][C:31]([O:33]CC)=[O:32]>C(OCC)C.C1(C)C=CC=CC=1>[Cl:4][C:5]1[CH:6]=[C:7]([C:15]2[O:19][N:18]=[C:17]([C:20]3[CH:21]=[CH:22][CH:23]=[C:24]4[C:28]=3[NH:27][CH:26]=[C:25]4[CH2:30][C:31]([OH:33])=[O:32])[N:16]=2)[CH:8]=[CH:9][C:10]=1[O:11][CH:12]([CH3:13])[CH3:14]. Procedure: To methylmagnesium bromide solution (3 mol/L in diethyl ether, 0.4 mL) stirred under nitrogen at 0° C. was added a solution of 7-(5-{3-chloro-4-[(1-methylethyl)oxy]phenyl}-1,2,4-oxadiazol-3-yl)-1H-indole (D51) (354 mg) in diethyl ether (5 mL) dropwise. The reaction mixture was stirred at 0° C. for 30 mins. Ethyl bromoacetate (0.13 mL) in toluene (15 mL) was added dropwise. The resulting mixture was stirred at room temperature for 24 h. The reaction mixture was quenched with saturated ammonium ch... Starting materials: BrCC1CC1, O=C([O-])[O-], O=C(c1ccc(Cl)cc1)c1ccc2[nH]c(=O)cc(-c3cccc(I)c3)c2c1, ClCCl, [Cs+], [Cs+], CN(C)C=O. Yields the product O=C(c1ccc(Cl)cc1)c1ccc2c(c1)c(-c1cccc(I)c1)cc(=O)n2CC1CC1. As a reaction SMILES: [Br:34][CH2:35][CH:36]1[CH2:37][CH2:38]1.[C:28](=[O:29])([O-:30])[O-:31].[Cl:1][c:2]1[cH:3][cH:4][c:5]([C:6](=[O:7])[c:8]2[cH:9][c:10]3[c:11](-[c:19]4[cH:20][c:21]([I:25])[cH:22][cH:23][cH:24]4)[cH:12][c:13](=[O:18])[nH:14][c:15]3[cH:16][cH:17]2)[cH:26][cH:27]1.[Cl:44][CH2:45][Cl:46].[Cs+:32].[Cs+:33].[O:39]=[CH:40][N:41]([CH3:42])[CH3:43]>>[Cl:1][c:2]1[cH:3][cH:4][c:5]([C:6](=[O:7])[c:8]2[cH:9][c:10]3[c:11](-[c:19]4[cH:20][c:21]([I:25])[cH:22][cH:23][cH:24]4)[cH:12][c:13](=[O:18])[n:14]([CH2:35][CH:36]4[CH2:37][CH2:38]4)[c:15]3[cH:16][cH:17]2)[cH:26][cH:27]1. The reactants are Cl.C1(=CC=CC=C1)C(=O)C1CCNCC1 (phenyl(piperidin-4-yl)methanone hydrochloride), TEA, CC(=O)OC(=O)C (Ac2O). As a reaction SMILES: Cl.[C:2]1([C:8]([CH:10]2[CH2:15][CH2:14][NH:13][CH2:12][CH2:11]2)=[O:9])[CH:7]=[CH:6][CH:5]=[CH:4][CH:3]=1.[CH3:16][C:17](OC(C)=O)=[O:18]>C(Cl)Cl>[C:8]([CH:10]1[CH2:15][CH2:14][N:13]([C:17](=[O:18])[CH3:16])[CH2:12][CH2:11]1)(=[O:9])[C:2]1[CH:3]=[CH:4][CH:5]=[CH:6][CH:7]=1 |f:0.1|. Procedure: A mixture of phenyl(piperidin-4-yl)methanone hydrochloride (743 mg, 3.29 mmol, Apollo Scientific) in DCM (13.2 mL) and TEA (1.10 mL, 7.90 mmol) was treated with Ac2O (0.373 mL, 3.95 mmol) dropwise over 1 min on an ice bath under argon, and the resulting translucent mixture was immediately removed from the ice bath and stirred at room temperature overnight. The reaction was then partitioned with 1 M HCl (1×8 mL) and 1 M NaOH (1×8 mL), and the organic layer was dried (Na2SO4), filtered, and concen... Yields the product C(C1=CC=CC=C1)(=O)C1CCN(CC1)C(C)=O (1-(4-Benzoylpiperidin-1-yl)ethanone). Solvent: C(Cl)Cl (DCM). Run at time 8 hour.